describe an organic reaction: reactants, conditions, products, and yield From a dataset of the Open Reaction Database (ORD), a public repository of structured organic reaction records. Reactants: C(CCC)[Sn](C=1OC=CC1)(CCCC)CCCC (2-(tributylstannyl)furan), BrC=1C(=NN2C(=NN=CC21)C2=C(C=CC=C2)F)OCC=2N(N=CN2)CC (3-bromo-2-(2-ethyl-2H-[1,2,4]triazol-3-ylmethoxy)-7-(2-fluorophenyl)pyrazolo[1,5-d][1,2,4]triazine). The product is C(C)N1N=CN=C1COC1=NN2C(=NN=CC2=C1C=1OC=CC1)C1=C(C=CC=C1)F (2-(2-Ethyl-2H-[1,2,4]triazol-3-ylmethoxy)-7-(2-fluorophenyl)-3-(furan-2-yl)pyrazolo[1,5-d][1,2,4]triazine). Yield: 59.0%. RXN SMILES: C([Sn](CCCC)(CCCC)[C:6]1[O:7][CH:8]=[CH:9][CH:10]=1)CCC.Br[C:20]1[C:21]([O:36][CH2:37][C:38]2[N:39]([CH2:43][CH3:44])[N:40]=[CH:41][N:42]=2)=[N:22][N:23]2[C:28]=1[CH:27]=[N:26][N:25]=[C:24]2[C:29]1[CH:34]=[CH:33][CH:32]=[CH:31][C:30]=1[F:35]>>[CH2:43]([N:39]1[C:38]([CH2:37][O:36][C:21]2[C:20]([C:6]3[O:7][CH:8]=[CH:9][CH:10]=3)=[C:28]3[N:23]([C:24]([C:29]4[CH:34]=[CH:33][CH:32]=[CH:31][C:30]=4[F:35])=[N:25][N:26]=[CH:27]3)[N:22]=2)=[N:42][CH:41]=[N:40]1)[CH3:44]. Reported procedure: This was prepared in 59% yield using a similar procedure to that described in Example 53 except using 2-(tributylstannyl)furan instead of 2-(tributylstannyl)pyridine and 3-bromo-2-(2-ethyl-2H-[1,2,4]triazol-3-ylmethoxy)-7-(2-fluorophenyl)pyrazolo[1,5-d][1,2,4]triazine instead of 3-bromo-7-(2-fluorophenyl)-2-(2-methyl-2H-[1,2,4]triazol-3-ylmethoxy)-pyrazolo[1,5-d][1,2,4]triazine. Data for title compound: mp=182-183° C. (CH2Cl2-EtOAc); 1H NMR (360 MHz, CDCl3) δ 1.39 (3H, t, J=7.3 Hz), 4.17 (2H, q,...